This data is from the Open Reaction Database (ORD), a public repository of structured organic reaction records. The task is: describe an organic reaction: reactants, conditions, products, and yield Reactants: ClC1=NC=CN=C1OCCOC1=C(C=CC=C1)Cl (2-chloro-3-[2-(2-chlorophenoxy)ethoxy]pyrazine), NC1CNCC1 (3-aminopyrrolidine). The product is NC1CN(CC1)C=1C(=NC=CN1)OCCOC1=C(C=CC=C1)Cl (2-(2-Chlorophenoxy)ethyl 3-(3-amino-1-pyrrolidinyl)-2-pyrazinyl ether). Reaction SMILES: Cl[C:2]1[C:7]([O:8][CH2:9][CH2:10][O:11][C:12]2[CH:17]=[CH:16][CH:15]=[CH:14][C:13]=2[Cl:18])=[N:6][CH:5]=[CH:4][N:3]=1.[NH2:19][CH:20]1[CH2:24][CH2:23][NH:22][CH2:21]1>>[NH2:19][CH:20]1[CH2:24][CH2:23][N:22]([C:2]2[C:7]([O:8][CH2:9][CH2:10][O:11][C:12]3[CH:17]=[CH:16][CH:15]=[CH:14][C:13]=3[Cl:18])=[N:6][CH:5]=[CH:4][N:3]=2)[CH2:21]1. Procedure details: The title compound was prepared according to the procedure described in Example 4, Step 2, starting from 2-chloro-3-[2-(2-chlorophenoxy)ethoxy]pyrazine* (150 mg, 0.53 mmol) and 3-aminopyrrolidine (252 mg, 2.92 mmol) with the exception that a final extraction step between EtOAc and 5% aqueous NaOH was carried out. This gave 100 mg (56%) of the title product. Anal. (C16H19ClN4O2) C, H; N: calcd, 16.73; found, 16.0. Reactants: BrCCCCCCCCCCCO (11-bromoundecanol), CN (methylamine). Run in C(C)O (ethanol). Run at time 16 hour. Product: CNCCCCCCCCCCCO (11-methylamino-undecanol). Yield: 67.0%. Reaction SMILES: Br[CH2:2][CH2:3][CH2:4][CH2:5][CH2:6][CH2:7][CH2:8][CH2:9][CH2:10][CH2:11][CH2:12][OH:13].[CH3:14][NH2:15]>C(O)C>[CH3:14][NH:15][CH2:2][CH2:3][CH2:4][CH2:5][CH2:6][CH2:7][CH2:8][CH2:9][CH2:10][CH2:11][CH2:12][OH:13]. Procedure details: A solution of 11-bromoundecanol (25.12 g, 0.10 mol) and methylamine (41% in water, 127 ml, 1.50 mol) in ethanol (50 ml) was heated for 7 h to 70° C. and stirred for a further 16 h at ambient temperature. The solvent was distilled off. After cooling the white solid was dissolved in caustic soda (2N, 200 ml) and diethyl ether (300 ml). The phases were separated and the aqueous phase was extracted with diethyl ether (2×100 ml). The combined organic phases were dried over Na2SO4, filtered and concen... Starting materials: C(CCC)(=O)CC(=O)OCC (ethyl butyrylacetate), NC1=NC=CC=C1O (2-amino-3-pyridinol), C1(=CC=C(C=C1)S(=O)(=O)O)C (p-toluenesulfonic acid). Isolated yield 49.5%. RXN SMILES: [C:1]([CH2:6][C:7]([O:9]CC)=O)(=O)[CH2:2][CH2:3][CH3:4].[NH2:12][C:13]1[C:18]([OH:19])=[CH:17][CH:16]=[CH:15][N:14]=1.C1(C)C=CC(S(O)(=O)=O)=CC=1>COCCO>[OH:19][C:18]1[C:13]2=[N:12][C:1]([CH2:2][CH2:3][CH3:4])=[CH:6][C:7](=[O:9])[N:14]2[CH:15]=[CH:16][CH:17]=1. Procedure details: A mixture of 31.5 g of ethyl butyrylacetate, 11.0 g of 2-amino-3-pyridinol, 125 ml of ethyleneglycol monomethyl ether, and 1.0 g of p-toluenesulfonic acid is stirred and heated under reflux for 21 hours and then allowed to cool. The product that crystallizes is filtered and dried to give 10.1 g of 9-hydroxy-2-propyl-4H-pyrido[1,2-a]pyrimidin-4-one, m.p. 95°-96°. The filtrate is concentrated to one-half volume to give 5.8 g of solid, m.p. 92°-94°. This is extracted with two 50 ml portions of boil... Yields the product OC1=CC=CN2C1=NC(=CC2=O)CCC (9-hydroxy-2-propyl-4H-pyrido[1,2-a]pyrimidin-4-one). The solvent is COCCO (ethyleneglycol monomethyl ether). The reactants are CCOC(C)OC1CCC2(C)C(=CCC3C2CCC2(C)C(C(C)O)CCC32)C1, CC(=O)OC(C)=O, O, c1ccncc1. Yields the product CCOC(C)OC1CCC2(C)C(=CCC3C2CCC2(C)C(C(C)OC(C)=O)CCC32)C1. As a reaction SMILES: [CH2:1]([CH3:2])[O:3][CH:4]([CH3:5])[O:6][CH:7]1[CH2:8][C:9]2=[CH:10][CH2:11][CH:12]3[CH:13]4[CH2:14][CH2:15][CH:16]([CH:17]([CH3:18])[OH:19])[C:20]4([CH3:28])[CH2:21][CH2:22][CH:23]3[C:24]2([CH3:27])[CH2:25][CH2:26]1.[CH3:35][C:36](=[O:37])[O:38][C:39](=[O:40])[CH3:41].[OH2:42].[cH:29]1[cH:30][cH:31][n:32][cH:33][cH:34]1>>[CH2:1]([CH3:2])[O:3][CH:4]([CH3:5])[O:6][CH:7]1[CH2:8][C:9]2=[CH:10][CH2:11][CH:12]3[CH:13]4[CH2:14][CH2:15][CH:16]([CH:17]([CH3:18])[O:19][C:36]([CH3:35])=[O:37])[C:20]4([CH3:28])[CH2:21][CH2:22][CH:23]3[C:24]2([CH3:27])[CH2:25][CH2:26]1.